From a dataset of the Open Reaction Database (ORD), a public repository of structured organic reaction records. describe an organic reaction: reactants, conditions, products, and yield The reactants are FC1=CC=C(C=C1)N1C(C(C1C1=CC=C(C=C1)OCCCCI)CCC(O)C1=CC=C(C=C1)F)=O (1-(4-fluorophenyl)-3-[3-(4-fluorophenyl)-3-hydroxypropyl]-4-[4-(4-iodobutoxy)phenyl]azetidin-2-one), CNCC(C(C(C(CO)O)O)O)O (6-methylaminohexane-1,2,3,4,5-pentaol). The solvent is CN(C=O)C (dimethylformamide). Run at temperature 50 celsius, time 2 hour. Product: FC1=CC=C(C=C1)N1C(C(C1C1=CC=C(C=C1)OCCCCN(CC(C(C(C(CO)O)O)O)O)C)CCC(O)C1=CC=C(C=C1)F)=O (1-(4-Fluorophenyl)-3-[3-(4-fluorophenyl)-3-hydroxypropyl]-4-(4-{4-[methyl-(2,3,4,5,6-pentahydroxyhexyl)amino]butoxy}phenyl)azetidin-2-one). Isolated yield 79.9%. Reaction SMILES: [F:1][C:2]1[CH:7]=[CH:6][C:5]([N:8]2[CH:11]([C:12]3[CH:17]=[CH:16][C:15]([O:18][CH2:19][CH2:20][CH2:21][CH2:22]I)=[CH:14][CH:13]=3)[CH:10]([CH2:24][CH2:25][CH:26]([C:28]3[CH:33]=[CH:32][C:31]([F:34])=[CH:30][CH:29]=3)[OH:27])[C:9]2=[O:35])=[CH:4][CH:3]=1.[CH3:36][NH:37][CH2:38][CH:39]([OH:48])[CH:40]([OH:47])[CH:41]([OH:46])[CH:42]([OH:45])[CH2:43][OH:44]>CN(C)C=O>[F:1][C:2]1[CH:7]=[CH:6][C:5]([N:8]2[CH:11]([C:12]3[CH:17]=[CH:16][C:15]([O:18][CH2:19][CH2:20][CH2:21][CH2:22][N:37]([CH3:36])[CH2:38][CH:39]([OH:48])[CH:40]([OH:47])[CH:41]([OH:46])[CH:42]([OH:45])[CH2:43][OH:44])=[CH:14][CH:13]=3)[CH:10]([CH2:24][CH2:25][CH:26]([C:28]3[CH:33]=[CH:32][C:31]([F:34])=[CH:30][CH:29]=3)[OH:27])[C:9]2=[O:35])=[CH:4][CH:3]=1. Reported procedure: 100 mg of 1-(4-fluorophenyl)-3-[3-(4-fluorophenyl)-3-hydroxypropyl]-4-[4-(4-iodobutoxy)phenyl]azetidin-2-one are dissolved in 5 ml of absolute dimethylformamide. 132 mg of 6-methylaminohexane-1,2,3,4,5-pentaol are then added, and the reaction solution is stirred at 50° C. for 2 h. After concentration using a rotary evaporator and oil pump vacuum at 40° C., the residue is purified by preparative HPLC. The product (89 mg) is obtained as an oil. C35H44F2N2O8 (658) MS (ESI): M+ The reactants are CC(=O)O, C1CCOC1, COc1ccccc1C(C)=O, NCc1ccc(CN(Cc2nc3ccccc3[nH]2)C2CCCc3cccnc32)cc1. Yields the product COc1ccccc1C(C)NCc1ccc(CN(Cc2nc3ccccc3[nH]2)C2CCCc3cccnc32)cc1. Reaction SMILES: [C:42]([OH:43])(=[O:44])[CH3:45].[CH2:46]1[O:47][CH2:48][CH2:49][CH2:50]1.[CH3:1][O:2][c:3]1[c:4]([C:9]([CH3:10])=[O:11])[cH:5][cH:6][cH:7][cH:8]1.[nH:12]1[c:13]([CH2:21][N:22]([CH2:23][c:24]2[cH:25][cH:26][c:27]([CH2:30][NH2:31])[cH:28][cH:29]2)[CH:32]2[CH2:33][CH2:34][CH2:35][c:36]3[cH:37][cH:38][cH:39][n:40][c:41]32)[n:14][c:15]2[c:16]1[cH:17][cH:18][cH:19][cH:20]2>>[CH3:1][O:2][c:3]1[c:4]([CH:9]([CH3:10])[NH:31][CH2:30][c:27]2[cH:26][cH:25][c:24]([CH2:23][N:22]([CH2:21][c:13]3[nH:12][c:16]4[c:15]([n:14]3)[cH:20][cH:19][cH:18][cH:17]4)[CH:32]3[CH2:33][CH2:34][CH2:35][c:36]4[cH:37][cH:38][cH:39][n:40][c:41]43)[cH:29][cH:28]2)[cH:5][cH:6][cH:7][cH:8]1. Reactants: COC([C@@H](N)CC1=CC=C(C=C1)C=1C(N(C(N(C1C)C)=O)C)=O)=O (4-(1,3,6-trimethyl-2,4-dioxo-5-pyrimidinyl)-L-phenylalanine methyl ester), FC1=C(C(=O)O)C(=CC=C1)C(F)(F)F (2-fluoro-6-(trifluoromethyl)benzoic acid). Yields the product FC1=C(C(=CC=C1)C(F)(F)F)C(=O)N[C@@H](CC1=CC=C(C=C1)C=1C(N(C(N(C1C)C)=O)C)=O)C(=O)O (N-[(2-fluoro-6-(trifluoromethyl)phenyl)carbonyl]-4-(1,3,6-trimethyl-2,4-dioxo-5-pyrimidinyl)-L-phenylalanine). RXN SMILES: C[O:2][C:3](=[O:24])[C@H:4]([CH2:6][C:7]1[CH:12]=[CH:11][C:10]([C:13]2[C:14](=[O:23])[N:15]([CH3:22])[C:16](=[O:21])[N:17]([CH3:20])[C:18]=2[CH3:19])=[CH:9][CH:8]=1)[NH2:5].[F:25][C:26]1[CH:34]=[CH:33][CH:32]=[C:31]([C:35]([F:38])([F:37])[F:36])[C:27]=1[C:28](O)=[O:29]>>[F:25][C:26]1[CH:34]=[CH:33][CH:32]=[C:31]([C:35]([F:37])([F:38])[F:36])[C:27]=1[C:28]([NH:5][C@H:4]([C:3]([OH:2])=[O:24])[CH2:6][C:7]1[CH:12]=[CH:11][C:10]([C:13]2[C:14](=[O:23])[N:15]([CH3:22])[C:16](=[O:21])[N:17]([CH3:20])[C:18]=2[CH3:19])=[CH:9][CH:8]=1)=[O:29]. Procedure details: N-[(2-fluoro-6-(trifluoromethyl)phenyl)carbonyl]-4-(1,3,6-trimethyl-2,4-dioxo-5-pyrimidinyl)-L-phenylalanine was prepared from 4-(1,3,6-trimethyl-2,4-dioxo-5-pyrimidinyl)-L-phenylalanine methyl ester and 2-fluoro-6-(trifluoromethyl)benzoic acid using the general procedures described in example 7 and was obtained as a white solid: mp 218-220° C. ES-HRMS m/e calcd for C25H23F4N3O5 (M+Na) 530.1310, found 530.1317. Starting materials: CCOC(=O)CCC(=O)O, CCN=C=NCCCN(C)C, Cl, Nc1cn(C2CCCC2)c2cc(NC3CCCCC3)c(F)cc2c1=O, CN(C)C=O, O, On1nnc2ccccc21. The product is CCOC(=O)CCC(=O)Nc1cn(C2CCCC2)c2cc(NC3CCCCC3)c(F)cc2c1=O. RXN SMILES: [CH2:26]([CH3:27])[O:28][C:29]([CH2:30][CH2:31][C:32](=[O:33])[OH:34])=[O:35].[CH3:37][N:38]([CH3:39])[CH2:40][CH2:41][CH2:42][N:43]=[C:44]=[N:45][CH2:46][CH3:47].[ClH:36].[NH2:1][c:2]1[cH:3][n:4]([CH:21]2[CH2:22][CH2:23][CH2:24][CH2:25]2)[c:5]2[cH:6][c:7]([NH:14][CH:15]3[CH2:16][CH2:17][CH2:18][CH2:19][CH2:20]3)[c:8]([F:13])[cH:9][c:10]2[c:11]1=[O:12].[O:58]=[CH:59][N:60]([CH3:61])[CH3:62].[OH2:63].[OH:48][n:49]1[c:50]2[cH:51][cH:52][cH:53][cH:54][c:55]2[n:56][n:57]1>>[NH:1]([c:2]1[cH:3][n:4]([CH:21]2[CH2:22][CH2:23][CH2:24][CH2:25]2)[c:5]2[cH:6][c:7]([NH:14][CH:15]3[CH2:16][CH2:17][CH2:18][CH2:19][CH2:20]3)[c:8]([F:13])[cH:9][c:10]2[c:11]1=[O:12])[C:32]([CH2:31][CH2:30][C:29]([O:28][CH2:26][CH3:27])=[O:35])=[O:33]. The reactants are COC(=O)CBr, CN(C)C=O, Cn1c(C(F)(F)F)cc(=O)n(-c2cc(Oc3nccc(O)n3)c(Cl)cc2F)c1=O, [H-], [Na+], O. Product: COC(=O)COc1ccnc(Oc2cc(-n3c(=O)cc(C(F)(F)F)n(C)c3=O)c(F)cc2Cl)n1. As a reaction SMILES: [Br:32][CH2:33][C:34](=[O:35])[O:36][CH3:37].[CH3:38][N:39]([CH3:40])[CH:41]=[O:42].[Cl:3][c:4]1[c:5]([O:6][c:7]2[n:8][cH:9][cH:10][c:11]([OH:13])[n:12]2)[cH:14][c:15](-[n:19]2[c:20](=[O:31])[n:21]([CH3:30])[c:22]([C:26]([F:27])([F:28])[F:29])[cH:23][c:24]2=[O:25])[c:16]([F:18])[cH:17]1.[H-:1].[Na+:2].[OH2:43]>>[Cl:3][c:4]1[c:5]([O:6][c:7]2[n:8][cH:9][cH:10][c:11]([O:13][CH2:33][C:34](=[O:35])[O:36][CH3:37])[n:12]2)[cH:14][c:15](-[n:19]2[c:20](=[O:31])[n:21]([CH3:30])[c:22]([C:26]([F:27])([F:28])[F:29])[cH:23][c:24]2=[O:25])[c:16]([F:18])[cH:17]1. The reactants are CCO, CC(C)(C)OC(=O)CCC#Cc1cccc(CO)n1, O=[Pt]=O. Yields the product CC(C)(C)OC(=O)CCCCc1cccc(CO)n1. RXN SMILES: [CH3:23][CH2:24][OH:25].[OH:1][CH2:2][c:3]1[cH:4][cH:5][cH:6][c:7]([C:9]#[C:10][CH2:11][CH2:12][C:13](=[O:14])[O:15][C:16]([CH3:17])([CH3:18])[CH3:19])[n:8]1.[Pt:20](=[O:21])=[O:22]>>[OH:1][CH2:2][c:3]1[cH:4][cH:5][cH:6][c:7]([CH2:9][CH2:10][CH2:11][CH2:12][C:13](=[O:14])[O:15][C:16]([CH3:17])([CH3:18])[CH3:19])[n:8]1. The reactants are C(C1=CC=CC=C1)NO (N-benzylhydroxylamine), CCCCC/C=C/C=O (octene-1-oxide), C(C)(C)O (isopropanol). Yields the product C(C1=CC=CC=C1)N(O)CC(CCCCCC)O (N-benzyl-N-(2-hydroxyoctyl)hydroxylamine). The yield is 38.0%. As a reaction SMILES: [CH2:1]([NH:8][OH:9])[C:2]1[CH:7]=[CH:6][CH:5]=[CH:4][CH:3]=1.C[CH2:11][CH2:12][CH2:13][CH2:14]/[CH:15]=[CH:16]/[CH:17]=[O:18].[CH:19](O)(C)C>>[CH2:1]([N:8]([CH2:19][CH:17]([OH:18])[CH2:16][CH2:15][CH2:14][CH2:13][CH2:12][CH3:11])[OH:9])[C:2]1[CH:7]=[CH:6][CH:5]=[CH:4][CH:3]=1. Reported procedure: The procedure of Example 1 is repeated using 5.0 g of N-benzylhydroxylamine and 5.26 g octene-1-oxide in 20 ml of isopropanol. Purification by liquid chromatography affords the title compound in a 38% yield as a colorless oil.